This data is from the Open Reaction Database (ORD), a public repository of structured organic reaction records. The task is: describe an organic reaction: reactants, conditions, products, and yield Starting materials: CN(C1=CC=C(C=N1)B(O)O)C (6-(dimethylamino)pyridin-3-ylboronic acid), ClC=1C=CC=2N(N1)C(=NN2)COC2=CC=NC1=CC(=CC=C21)OC (4-((6-chloro-[1,2,4]triazolo[4,3-b]pyridazin-3-yl)methoxy)-7-methoxyquinoline), CN(C)C=O (DMF), C([O-])([O-])=O.[K+].[K+] (potassium carbonate), O (water), PdCl2(dppf)-CH2Cl2Adduct. Run at temperature 80 celsius, time 10 minute. Yields the product COC1=CC=C2C(=CC=NC2=C1)OCC1=NN=C2N1N=C(C=C2)C=2C=CC(=NC2)N(C)C (5-(3-((7-methoxyquinolin-4-yloxy)methyl)-[1,2,4]triazolo[4,3-b]pyridazin-6-yl)-N,N-dimethylpyridin-2-amine). RXN SMILES: [CH3:1][N:2]([CH3:12])[C:3]1[N:8]=[CH:7][C:6](B(O)O)=[CH:5][CH:4]=1.Cl[C:14]1[CH:15]=[CH:16][C:17]2[N:18]([C:20]([CH2:23][O:24][C:25]3[C:34]4[C:29](=[CH:30][C:31]([O:35][CH3:36])=[CH:32][CH:33]=4)[N:28]=[CH:27][CH:26]=3)=[N:21][N:22]=2)[N:19]=1.CN(C=O)C.C(=O)([O-])[O-].[K+].[K+].O>>[CH3:36][O:35][C:31]1[CH:30]=[C:29]2[C:34]([C:25]([O:24][CH2:23][C:20]3[N:18]4[N:19]=[C:14]([C:6]5[CH:5]=[CH:4][C:3]([N:2]([CH3:12])[CH3:1])=[N:8][CH:7]=5)[CH:15]=[CH:16][C:17]4=[N:22][N:21]=3)=[CH:26][CH:27]=[N:28]2)=[CH:33][CH:32]=1 |f:3.4.5|. Procedure: A 48 mL tube was charged with 6-(dimethylamino)pyridin-3-ylboronic acid (0.109 g, 0.658 mmol), 4-((6-chloro-[1,2,4]triazolo[4,3-b]pyridazin-3-yl)methoxy)-7-methoxyquinoline (0.150 g, 0.439 mmol), and DMF (3.00 ml, 38.6 mmol), and stirred for 10 minutes. A solution of potassium carbonate (0.182 g, 1.32 mmol) and water (0.696 ml, 38.6 mmol) was added, followed by PdCl2(dppf)-CH2Cl2Adduct (0.0358 g, 0.0439 mmol). The tube was flushed with argon, sealed, and heated in a 80° C. oil bath for 5 hours. ... The reactants are ClC1=CC=C(C=C1)I (4-chloro-iodobenzene), BrC1=CC=C(C=C1)B(O)O ((4-bromophenyl)boronic acid), C([O-])([O-])=O.[K+].[K+] (potassium carbonate), dichlorobis(triphenylphosphine) palladium (II), C(C)(=O)OCC.CCCCCC (ethyl acetate hexane). Run in C1(=CC=CC=C1)C (toluene). Reaction conditions: temperature 90 celsius. Product: ClC1=CC=C(C=C1)C1=CC=C(C=C1)Br (4'-chloro-4-bromo-biphenyl). Yield: 45.0%. RXN SMILES: [Cl:1][C:2]1[CH:7]=[CH:6][C:5](I)=[CH:4][CH:3]=1.[Br:9][C:10]1[CH:15]=[CH:14][C:13](B(O)O)=[CH:12][CH:11]=1.C(=O)([O-])[O-].[K+].[K+].C(OCC)(=O)C.CCCCCC>C1(C)C=CC=CC=1>[Cl:1][C:2]1[CH:7]=[CH:6][C:5]([C:13]2[CH:14]=[CH:15][C:10]([Br:9])=[CH:11][CH:12]=2)=[CH:4][CH:3]=1 |f:2.3.4,5.6|. Procedure details: A mixture of 4-chloro-iodobenzene (0.99 g, 4.15 mmol), (4-bromophenyl)boronic acid (1.0 g, 4.98 mmol), anhydrous potassium carbonate (860 mg, 6.22 mmol) and dichlorobis(triphenylphosphine) palladium (II) (87 mg, 0.12 mmol) in toluene (40 ml) was heated at 90° C. for 4 hours under an argon atmosphere. The solvent was removed under reduced pressure and the residue was dissolved in dichloromethane (50 ml). The organic solution was washed successively with 1M hydrochloric acid (2×30 ml), saturated a...